This data is from the Open Reaction Database (ORD), a public repository of structured organic reaction records. The task is: describe an organic reaction: reactants, conditions, products, and yield Starting materials: C1(=CC=CC=C1)OP(=O)(OC1=CC=CC=C1)CN[C@H](C(=O)NCCC(=O)O)CC1=CC=C(C=C1)C1=CC=CC=C1 ((S)-N-[2-(Diphenylphosphonomethylamino)-3-(4-biphenylyl)-propionyl]-3-aminopropionic acid), Cl (HCl). The solvent is C(C)#N (acetonitrile). The product is C1(=CC=CC=C1)OP(=O)(O)CN[C@H](C(=O)NCCC(=O)O)CC1=CC=C(C=C1)C1=CC=CC=C1 ((S)-N-[2-(monophenylphosphonomethylamino)-3-(4-biphenylyl)-propionyl]-3-aminopropionic acid), monohydrate. As a reaction SMILES: [C:1]1([O:7][P:8]([CH2:17][NH:18][C@@H:19]([CH2:28][C:29]2[CH:34]=[CH:33][C:32]([C:35]3[CH:40]=[CH:39][CH:38]=[CH:37][CH:36]=3)=[CH:31][CH:30]=2)[C:20]([NH:22][CH2:23][CH2:24][C:25]([OH:27])=[O:26])=[O:21])([O:10]C2C=CC=CC=2)=[O:9])[CH:6]=[CH:5][CH:4]=[CH:3][CH:2]=1.Cl>C(#N)C>[C:1]1([O:7][P:8]([CH2:17][NH:18][C@@H:19]([CH2:28][C:29]2[CH:30]=[CH:31][C:32]([C:35]3[CH:36]=[CH:37][CH:38]=[CH:39][CH:40]=3)=[CH:33][CH:34]=2)[C:20]([NH:22][CH2:23][CH2:24][C:25]([OH:27])=[O:26])=[O:21])([OH:10])=[O:9])[CH:2]=[CH:3][CH:4]=[CH:5][CH:6]=1. Procedure details: (S)-N-[2-(Diphenylphosphonomethylamino)-3-(4-biphenylyl)-propionyl]-3-aminopropionic acid (100 mg, 0.18 mmol) is dissolved in acetonitrile (10 mL) containing 5% 1N HCl. The mixture is refluxed for 3 hours. The precipitate is filtered and triturated with aqueous methanol to yield (S)-N-[2-(monophenylphosphonomethylamino)-3-(4-biphenylyl)-propionyl]-3-aminopropionic acid as a monohydrate, m.p. 222°-223°. The reactants are CO, Cl, O=CN1CCN(c2ccnc(Oc3ccccc3)n2)CC1. Yields the product c1ccc(Oc2nccc(N3CCNCC3)n2)cc1. As a reaction SMILES: [CH3:22][OH:23].[ClH:24].[O:1]([c:2]1[cH:3][cH:4][cH:5][cH:6][cH:7]1)[c:8]1[n:9][cH:10][cH:11][c:12]([N:14]2[CH2:15][CH2:16][N:17]([CH:20]=[O:21])[CH2:18][CH2:19]2)[n:13]1>>[O:1]([c:2]1[cH:3][cH:4][cH:5][cH:6][cH:7]1)[c:8]1[n:9][cH:10][cH:11][c:12]([N:14]2[CH2:15][CH2:16][NH:17][CH2:18][CH2:19]2)[n:13]1. Product: COC(=O)c1cc2cccnc2n(CBr)c1=O. RXN SMILES: [Br:17][N:18]1[C:19](=[O:20])[CH2:21][CH2:22][C:23]1=[O:24].[C:26]([Cl:27])([Cl:28])([Cl:29])[Cl:30].[CH3:1][n:2]1[c:3](=[O:16])[c:4]([C:12](=[O:13])[O:14][CH3:15])[cH:5][c:6]2[cH:7][cH:8][cH:9][n:10][c:11]12.[OH2:25]>>[CH2:1]([n:2]1[c:3](=[O:16])[c:4]([C:12](=[O:13])[O:14][CH3:15])[cH:5][c:6]2[cH:7][cH:8][cH:9][n:10][c:11]12)[Br:17]. The reactants are O=C1CCC(=O)N1Br, ClC(Cl)(Cl)Cl, COC(=O)c1cc2cccnc2n(C)c1=O, O. The reactants are CC#CCO, [Cl-], CC1CC(C)CN(c2ncnc(Cl)c2F)C1, [H-], [NH4+], [Na+], C1CCOC1. The product is CC#CCOc1ncnc(N2CC(C)CC(C)C2)c1F. Reaction SMILES: [CH2:3]([C:4]#[C:5][CH3:6])[OH:7].[Cl-:24].[Cl:8][c:9]1[n:10][cH:11][n:12][c:13]([N:16]2[CH2:17][CH:18]([CH3:23])[CH2:19][CH:20]([CH3:22])[CH2:21]2)[c:14]1[F:15].[H-:1].[NH4+:25].[Na+:2].[O:26]1[CH2:27][CH2:28][CH2:29][CH2:30]1>>[CH2:3]([C:4]#[C:5][CH3:6])[O:7][c:9]1[n:10][cH:11][n:12][c:13]([N:16]2[CH2:17][CH:18]([CH3:23])[CH2:19][CH:20]([CH3:22])[CH2:21]2)[c:14]1[F:15]. The reactants are CCc1nc2cc(F)c(F)cc2c(OC(=O)C2CC2)c1C, CCc1nc2ccc(F)c(F)c2c(OC(=O)C2CC2)c1C, [H-], [Na+], C1CCOC1, O. Yields the product CCc1nc2ccc(F)c(F)c2c(OC(C)=O)c1C. As a reaction SMILES: [CH2:1]([c:2]1[c:3]([CH3:4])[c:5]([O:6][C:7]([CH:8]2[CH2:9][CH2:10]2)=[O:11])[c:12]2[c:13]([cH:14][c:15]([F:16])[c:17]([F:18])[cH:19]2)[n:20]1)[CH3:21].[CH2:22]([CH3:23])[c:24]1[n:25][c:26]2[cH:27][cH:28][c:29]([F:42])[c:30]([F:41])[c:31]2[c:32]([O:35][C:36](=[O:37])[CH:38]2[CH2:39][CH2:40]2)[c:33]1[CH3:34].[H-:49].[Na+:50].[O:44]1[CH2:45][CH2:46][CH2:47][CH2:48]1.[OH2:43]>>[CH2:22]([CH3:23])[c:24]1[n:25][c:26]2[cH:27][cH:28][c:29]([F:42])[c:30]([F:41])[c:31]2[c:32]([O:35][C:36](=[O:37])[CH3:38])[c:33]1[CH3:34]. Reactants: FC(S(=O)(=O)OC1=CC2=C(N=C(N=C2)NC)N=C1C)(F)F (7-methyl-2-(methylamino)pyrido[2,3-d]pyrimidin-6-yl trifluoromethanesulfonate), FC(S(=O)(=O)OC1=CC2=C(N=C(N=C2)NC)N=C1C)(F)F (7-methyl-2-(methylamino)pyrido[2,3-d]pyrimidin-6-yl trifluoromethanesulfonate), FC1=C(N)C=C(C(=C1)C)B1OC(C(O1)(C)C)(C)C (2-fluoro-4-methyl-5-(4,4,5,5-tetramethyl-1,3,2-dioxaborolan-2-yl)aniline), C(=O)(O)[O-].[Na+] (NaHCO3). The reagents and catalysts are C=1C=CC(=CC1)[P](C=2C=CC=CC2)(C=3C=CC=CC3)[Pd]([P](C=4C=CC=CC4)(C=5C=CC=CC5)C=6C=CC=CC6)([P](C=7C=CC=CC7)(C=8C=CC=CC8)C=9C=CC=CC9)[P](C=1C=CC=CC1)(C=1C=CC=CC1)C=1C=CC=CC1 (Pd(PPh3)4), C=1C=CC(=CC1)[P](C=2C=CC=CC2)(C=3C=CC=CC3)[Pd]([P](C=4C=CC=CC4)(C=5C=CC=CC5)C=6C=CC=CC6)([P](C=7C=CC=CC7)(C=8C=CC=CC8)C=9C=CC=CC9)[P](C=1C=CC=CC1)(C=1C=CC=CC1)C=1C=CC=CC1 (Pd(PPh3)4). The solvent is O1CCOCC1 (dioxane), O (H2O). Reaction conditions: temperature 60 celsius. Yields the product NC=1C(=CC(=C(C1)C1=CC2=C(N=C(N=C2)NC)N=C1C)C)F (6-(5-Amino-4-fluoro-2-methylphenyl)-N,7-dimethylpyrido[2,3-d]pyrimidin-2-amine). Yield: 88.6%. As a reaction SMILES: FC(F)(F)S(O[C:7]1[C:18]([CH3:19])=[N:17][C:10]2[N:11]=[C:12]([NH:15][CH3:16])[N:13]=[CH:14][C:9]=2[CH:8]=1)(=O)=O.[F:22][C:23]1[CH:29]=[C:28]([CH3:30])[C:27](B2OC(C)(C)C(C)(C)O2)=[CH:26][C:24]=1[NH2:25].C([O-])(O)=O.[Na+]>O1CCOCC1.O.C1C=CC([P]([Pd]([P](C2C=CC=CC=2)(C2C=CC=CC=2)C2C=CC=CC=2)([P](C2C=CC=CC=2)(C2C=CC=CC=2)C2C=CC=CC=2)[P](C2C=CC=CC=2)(C2C=CC=CC=2)C2C=CC=CC=2)(C2C=CC=CC=2)C2C=CC=CC=2)=CC=1>[NH2:25][C:24]1[C:23]([F:22])=[CH:29][C:28]([CH3:30])=[C:27]([C:7]2[C:18]([CH3:19])=[N:17][C:10]3[N:11]=[C:12]([NH:15][CH3:16])[N:13]=[CH:14][C:9]=3[CH:8]=2)[CH:26]=1 |f:2.3,^1:55,57,76,95|. Reported procedure: Combine 7-methyl-2-(methylamino)pyrido[2,3-d]pyrimidin-6-yl trifluoromethanesulfonate (1.15 g, 3.57 mmol), 2-fluoro-4-methyl-5-(4,4,5,5-tetramethyl-1,3,2-dioxaborolan-2-yl)aniline (0.896 g, 3.57 mmol), and NaHCO3 (0.899 g, 10.71 mmol) in dioxane (24 mL) and H2O (6 mL), sparge with argon, treat with Pd(PPh3)4 (0.206 g, 0.178 mmol) and heat to 60° C. overnight. Add additional 7-methyl-2-(methylamino)pyrido[2,3-d]pyrimidin-6-yl trifluoromethanesulfonate (120 mg, 0.37 mmol) and Pd(PPh3)4 (80 mg, 0.0... The solvent is C(C)(=O)OCC (ethyl acetate), C(C)OCC (diethyl ether). Starting materials: CC=1N=CC(=NC1C)C(=O)OCC (ethyl 5,6-dimethylpyrazine-2-carboxylate), C (charcoal), [O-]CC.[Na+] (sodium ethoxide), C1(=CC=CC=C1)C (toluene), O (water). RXN SMILES: [O-:1][CH2:2][CH3:3].[Na+].[CH3:5][C:6]1[N:7]=[CH:8][C:9]([C:13](OCC)=[O:14])=[N:10][C:11]=1[CH3:12].[OH2:18].C.[C:20]1([CH3:26])C=CC=CC=1>C(OCC)(=O)C.C(OCC)C>[CH3:5][C:6]1[N:7]=[CH:8][C:9]([C:13](=[O:14])[CH2:3][C:2]([O:18][CH2:20][CH3:26])=[O:1])=[N:10][C:11]=1[CH3:12] |f:0.1|. Yields the product CC=1N=CC(=NC1C)C(CC(=O)OCC)=O (Ethyl 3-(5,6-dimethylpyrazin-2-yl)-3-oxo-propionate). Reported procedure: A suspension of dry sodium ethoxide (obtained from sodium; 12.7 g.) in anhydrous toluene (200 cc.) is prepared. This suspension is heated to a temperature of about 80° C. and a solution of ethyl 5,6-dimethylpyrazine-2-carboxylate (63 g.) in anhydrous ethyl acetate (104 g.) is added thereto over the course of 1 hour. After the end of the addition, the reaction mixture is heated under reflux for 4 hours and is then cooled to a temperature of about 20° C. and poured into water (1,600 cc.). An insol... Conditions: temperature 80 celsius.